From a dataset of the Open Reaction Database (ORD), a public repository of structured organic reaction records. describe an organic reaction: reactants, conditions, products, and yield Reactants: C(C=1C(O)=CC=CC1)(=O)OCC (ethyl salicylate), [OH-].C(CCC)[N+](CCCC)(CCCC)CCCC (tetrabutylammonium hydroxide). Run in O (water). Reaction conditions: temperature 60 celsius. The product is C(C=1C(O)=CC=CC1)(=O)[O-].C(CCC)[N+](CCCC)(CCCC)CCCC (Tetrabutylammonium Salicylate). RXN SMILES: [C:1]([O:10]CC)(=[O:9])[C:2]1[C:3](=[CH:5][CH:6]=[CH:7][CH:8]=1)[OH:4].[OH-].[CH2:14]([N+:18]([CH2:27][CH2:28][CH2:29][CH3:30])([CH2:23][CH2:24][CH2:25][CH3:26])[CH2:19][CH2:20][CH2:21][CH3:22])[CH2:15][CH2:16][CH3:17]>O>[C:1]([O-:10])(=[O:9])[C:2]1[C:3](=[CH:5][CH:6]=[CH:7][CH:8]=1)[OH:4].[CH2:27]([N+:18]([CH2:14][CH2:15][CH2:16][CH3:17])([CH2:19][CH2:20][CH2:21][CH3:22])[CH2:23][CH2:24][CH2:25][CH3:26])[CH2:28][CH2:29][CH3:30] |f:1.2,4.5|. Procedure: A glass flask with reflux condenser, heatable oil bath, mechanical stirrer and internal thermometer was charged at room temperature with 35.90 g of ethyl salicylate and 282.13 g of water and these components were stirred together thoroughly. Subsequently 139.98 g of tetrabutylammonium hydroxide (40% strength in water) were added and the reaction mixture was heated to 60° C. It was stirred at 60° C. for one hour (the contents of the flask become clear). Then the reaction mixture was cooled and th... Product: CC(=O)OC(C)c1ccc(C(=O)OC(C)c2ccccc2)cc1. Starting materials: CC(=O)Cl, ClCCl, Cl, CC(O)c1ccc(C(=O)OC(C)c2ccccc2)cc1, c1ccncc1. RXN SMILES: [CH3:21][C:22]([Cl:23])=[O:24].[Cl:26][CH2:27][Cl:28].[ClH:25].[OH:1][CH:2]([CH3:3])[c:4]1[cH:5][cH:6][c:7]([C:10](=[O:11])[O:12][CH:13]([c:14]2[cH:15][cH:16][cH:17][cH:18][cH:19]2)[CH3:20])[cH:8][cH:9]1.[cH:29]1[cH:30][cH:31][n:32][cH:33][cH:34]1>>[O:1]([CH:2]([CH3:3])[c:4]1[cH:5][cH:6][c:7]([C:10](=[O:11])[O:12][CH:13]([c:14]2[cH:15][cH:16][cH:17][cH:18][cH:19]2)[CH3:20])[cH:8][cH:9]1)[C:22]([CH3:21])=[O:24]. RXN SMILES: [Cl:1][C:2]1[C:3]([N:10]2[CH2:15][CH2:14][N:13]([C:16]3[CH:21]=[C:20]([C:22]4[CH:27]=[CH:26][C:25]([F:28])=[CH:24][CH:23]=4)[N:19]=[C:18]([N:29]4[CH2:33][CH2:32][CH2:31][CH:30]4[CH3:34])[N:17]=3)[CH:12]([CH3:35])[CH2:11]2)=[N:4][C:5]([O:8]C)=[CH:6][CH:7]=1>Cl>[Cl:1][C:2]1[CH:7]=[CH:6][C:5]([OH:8])=[N:4][C:3]=1[N:10]1[CH2:15][CH2:14][N:13]([C:16]2[CH:21]=[C:20]([C:22]3[CH:23]=[CH:24][C:25]([F:28])=[CH:26][CH:27]=3)[N:19]=[C:18]([N:29]3[CH2:33][CH2:32][CH2:31][CH:30]3[CH3:34])[N:17]=2)[CH:12]([CH3:35])[CH2:11]1. Product: ClC=1C=CC(=NC1N1CC(N(CC1)C1=NC(=NC(=C1)C1=CC=C(C=C1)F)N1C(CCC1)C)C)O (5-chloro-6-{4-[6-(4-fluoro-phenyl)-2-(2-methyl-pyrrolidin-1-yl)-pyrimidin-4-yl]-3-methyl-piperazin-1-yl}-pyridin-2-ol). Starting materials: ClC=1C(=NC(=CC1)OC)N1CC(N(CC1)C1=NC(=NC(=C1)C1=CC=C(C=C1)F)N1C(CCC1)C)C (4-[4-(3-chloro-6-methoxy-pyridin-2-yl)-2-methyl-piperazin-1-yl]-6-(4-fluoro-phenyl)-2-(2-methyl-pyrrolidin-1-yl)-pyrimidine). Reported procedure: Heat a solution of 4-[4-(3-chloro-6-methoxy-pyridin-2-yl)-2-methyl-piperazin-1-yl]-6-(4-fluoro-phenyl)-2-(2-methyl-pyrrolidin-1-yl)-pyrimidine (120 mg, 0.241 mmol) in concentrated HCl at 90° C. for 24 hours. Cool to room temperature, adjust the pH to 7, and extract with EtOAc. Wash with brine, dry the solution (Na2SO4), and concentrate under reduced pressure. Purify the residue by flash column chromatography eluting with EtOAc:Hexanes (1:4) to afford 5-chloro-6-{4-[6-(4-fluoro-phenyl)-2-(2-methy... Run in Cl (HCl). Product: CNC(=S)Nc1nc(C(=O)C(=O)O)cs1. Starting materials: CCOC(=O)C(=O)C1=CSC(NC(=S)NC)N1, CCOC(=O)C(=O)c1csc(NC(=S)NC)n1, CCO, Cl, [Na+], [OH-], O. RXN SMILES: [CH3:18][NH:19][C:20](=[S:21])[NH:22][CH:23]1[NH:24][C:25]([C:26](=[O:27])[C:28]([O:29][CH2:30][CH3:31])=[O:32])=[CH:33][S:34]1.[CH3:1][NH:2][C:3]([NH:4][c:5]1[s:6][cH:7][c:8]([C:10]([C:11](=[O:12])[O:13][CH2:14][CH3:15])=[O:16])[n:9]1)=[S:17].[CH3:39][CH2:40][OH:41].[ClH:37].[Na+:36].[OH-:35].[OH2:38]>>[CH3:1][NH:2][C:3]([NH:4][c:5]1[s:6][cH:7][c:8]([C:10]([C:11](=[O:12])[OH:13])=[O:16])[n:9]1)=[S:17]. Reactants: C(C1=CC=CC=C1)[C@@H](C(=O)N[C@@H](COCC1=CC=CC=C1)C(=O)O)C[C@H](C(=O)O)CC1=CC=CC=C1 (N-[(S,S)-2,4-dibenzyl-4-carboxybutyryl]-O-benzyl-(L)-serine), 5,6-di-O-isopropylidene-D-glucofuranos-3-yl ester, CC1(OCC(O1)COC(=O)[C@@H](C[C@H](C(=O)O)CC1=CC=CC=C1)CC1=CC=CC=C1)C (4-[(2,2-dimethyl-1,3-dioxolan-4-yl)-methoxycarbonyl]-(S,S)-2,4-dibenzylbutyric acid), Cl.CN(CCCN=C=NCC)C (1-(3-dimethylaminopropyl)-3-ethylcarbodiimide hydrochloride). Run in C(C)(=O)OCC (ethyl acetate). Reaction conditions: time 8 hour. Product: CC1(OCC(O1)COC(=O)[C@@H](C[C@H](C(=O)N[C@@H](CCC1=CC=CC=C1)C(=O)O)CC1=CC=CC=C1)CC1=CC=CC=C1)C (N-{4-[(2,2-di-methyl-1,3-dioxolan-4-yl)-methoxycarbonyl]-(S,S)-2,4-di-benzylbutyryl}-(L)-homophenylalanine). Reaction SMILES: [CH2:1]([C@H:8]([CH2:25][C@@H:26](CC1C=CC=CC=1)[C:27](O)=O)[C:9]([NH:11][C@H:12]([C:22]([OH:24])=[O:23])[CH2:13]OCC1C=CC=CC=1)=[O:10])[C:2]1[CH:7]=[CH:6][CH:5]=[CH:4][CH:3]=1.[CH3:37][C:38]1([CH3:67])[O:42][CH:41]([CH2:43][O:44][C:45]([C@H](CC2C=CC=CC=2)C[C@@H](CC2C=CC=CC=2)C(O)=O)=[O:46])[CH2:40][O:39]1.Cl.CN(C)[CH2:71][CH2:72][CH2:73]N=C=NCC>C(OCC)(=O)C>[CH3:37][C:38]1([CH3:67])[O:42][CH:41]([CH2:43][O:44][C:45]([C@H:26]([CH2:27][C:71]2[CH:72]=[CH:73][CH:25]=[CH:8][CH:9]=2)[CH2:25][C@@H:8]([CH2:1][C:2]2[CH:7]=[CH:6][CH:5]=[CH:4][CH:3]=2)[C:9]([NH:11][C@H:12]([C:22]([OH:24])=[O:23])[CH2:13][CH2:1][C:2]2[CH:7]=[CH:6][CH:5]=[CH:4][CH:3]=2)=[O:10])=[O:46])[CH2:40][O:39]1 |f:2.3|. Procedure: To a solution of 0.5 g of (L)-homophenylalanine 1,2:5,6-di-O-isopropylidene-D-glucofuranos-3-yl ester, 0.51 g of 4-[(2,2-dimethyl-1,3-dioxolan-4-yl)-methoxycarbonyl]-(S,S)-2,4-dibenzylbutyric acid is added 0.23 g of 1-(3-dimethylaminopropyl)-3-ethylcarbodiimide hydrochloride. The solution is stirred overnight. The solution is diluted with ethyl acetate, washed in sequence with 1N hydrochloric acid, water, saturated sodium bicarbonate, water, dried (Na2SO4), filtered and concentrated. The residue... Starting materials: C=O, CCO, [Na+], O=P([O-])([O-])[O-], [OH-], CC(N)Cc1cnc[nH]1. The product is CC1Cc2[nH]cnc2CN1. Reaction SMILES: [CH2:10]=[O:11].[CH3:19][CH2:20][OH:21].[Na+:13].[O-:14][P:15](=[O:16])([O-:17])[O-:18].[OH-:12].[n:1]1[cH:2][nH:3][c:4]([CH2:6][CH:7]([CH3:8])[NH2:9])[cH:5]1>>[n:1]1[cH:2][nH:3][c:4]2[c:5]1[CH2:10][NH:9][CH:7]([CH3:8])[CH2:6]2. Reactants: CC(C)(C)c1ccc(C=CC(=O)Nc2cccc(OCCN3C(=O)c4ccccc4C3=O)c2)cc1, CCO, NN. Yields the product CC(C)(C)c1ccc(C=CC(=O)Nc2cccc(OCCN)c2)cc1. Reaction SMILES: [C:1]([CH3:2])([CH3:3])([CH3:4])[c:5]1[cH:6][cH:7][c:8]([CH:11]=[CH:12][C:13](=[O:14])[NH:15][c:16]2[cH:17][c:18]([O:22][CH2:23][CH2:24][N:25]3[C:26](=[O:27])[c:28]4[cH:29][cH:30][cH:31][cH:32][c:33]4[C:34]3=[O:35])[cH:19][cH:20][cH:21]2)[cH:9][cH:10]1.[CH3:38][CH2:39][OH:40].[NH2:36][NH2:37]>>[C:1]([CH3:2])([CH3:3])([CH3:4])[c:5]1[cH:6][cH:7][c:8]([CH:11]=[CH:12][C:13](=[O:14])[NH:15][c:16]2[cH:17][c:18]([O:22][CH2:23][CH2:24][NH2:25])[cH:19][cH:20][cH:21]2)[cH:9][cH:10]1.